From a dataset of the Open Reaction Database (ORD), a public repository of structured organic reaction records. describe an organic reaction: reactants, conditions, products, and yield Starting materials: C(C)C=1NC(C(C(=O)O)=CC1C(CC)=O)=O (6-ethyl-1,2-dihydro-2-oxo-5-(n-propanoyl)-nicotinic acid), C (charcoal). Run in C(C)O (ethanol). The product is C(C)C1=C(C=CC(N1)=O)C(CC)=O (6-ethyl-5-(n-propanoyl)-2(1H)-pyridinone). RXN SMILES: [CH2:1]([C:3]1[NH:4][C:5](=[O:16])[C:6](=[CH:10][C:11]=1[C:12](=[O:15])[CH2:13][CH3:14])C(O)=O)[CH3:2].C>C(O)C>[CH2:1]([C:3]1[NH:4][C:5](=[O:16])[CH:6]=[CH:10][C:11]=1[C:12](=[O:15])[CH2:13][CH3:14])[CH3:2]. Procedure details: A 15 g portion of 6-ethyl-1,2-dihydro-2-oxo-5-(n-propanoyl)-nicotinic acid was heated in an oil bath at 235°-240° C. for 5 hours, cooled and the reaction mixture dissolved in hot ethanol, treated with decolorizing charcoal and filtered. The filtrate was evaporated in dryness and the residue recrystallized from isopropyl alcohol to yield 8.2 g of 6-ethyl-5-(n-propanoyl)-2(1H)-pyridinone, m.p. 138°-140° C. Reactants: CC1=C(C=C(C=C1)N1CCNCC1)[N+](=O)[O-] (1-(4-methyl-3-nitro-phenyl)-piperazine), C(C=C)Br (allylbromide). Reported procedure: Beginning with 1-(4-methyl-3-nitro-phenyl)-piperazine and allylbromide, the title compound was recovered by the procedure described in Example 2. MS m/z (rel. intensity, 70 eV) 261 (M+, 60), 96 (70), 69 (bp), 68 (48), 56 (73). Yields the product C(C=C)N1CCN(CC1)C1=CC(=C(C=C1)C)[N+](=O)[O-] (1-Allyl-4-(4-Methyl-3-nitro-phenyl)-piperazine). As a reaction SMILES: [CH3:1][C:2]1[CH:7]=[CH:6][C:5]([N:8]2[CH2:13][CH2:12][NH:11][CH2:10][CH2:9]2)=[CH:4][C:3]=1[N+:14]([O-:16])=[O:15].[CH2:17](Br)[CH:18]=[CH2:19]>>[CH2:19]([N:11]1[CH2:10][CH2:9][N:8]([C:5]2[CH:6]=[CH:7][C:2]([CH3:1])=[C:3]([N+:14]([O-:16])=[O:15])[CH:4]=2)[CH2:13][CH2:12]1)[CH:18]=[CH2:17]. Reactants: C(C)(=O)OCC (ethyl acetate), BrC=1C=NN(C1C=1C(N(C(N(C1C)C1=CC(=CC=C1)C(F)(F)F)=O)C)=O)C1=CC=C(C#N)C=C1 (4-(4-bromo-5-(3,6-dimethyl-2,4-dioxo-1-(3-(trifluoromethyl)phenyl)-1,2,3,4-tetrahydropyrimidin-5-yl)-1H-pyrazol-1-yl)benzonitrile), C(C)(C)N(C(C)C)CC (N,N-diisopropylethylamine), O (water). The reagents and catalysts are C=1C=CC(=CC1)[P](C=2C=CC=CC2)(C=3C=CC=CC3)[Pd]([P](C=4C=CC=CC4)(C=5C=CC=CC5)C=6C=CC=CC6)([P](C=7C=CC=CC7)(C=8C=CC=CC8)C=9C=CC=CC9)[P](C=1C=CC=CC1)(C=1C=CC=CC1)C=1C=CC=CC1 (tetrakis(triphenylphosphine)palladium). The solvent is O1CCOCC1 (1,4-dioxane). Conditions: temperature 100 celsius, time 4 hour. Product: C(#N)C1=CC=C(C=C1)N1N=CC(=C1C=1C(N(C(N(C1C)C1=CC(=CC=C1)C(F)(F)F)=O)C)=O)C(=O)O (1-(4-cyanophenyl)-5-(3,6-dimethyl-2,4-dioxo-1-(3-(trifluoromethyl)phenyl)-1,2,3,4-tetrahydropyrimidin-5-yl)-1H-pyrazole-4-carboxylic acid). RXN SMILES: Br[C:2]1[CH:3]=[N:4][N:5]([C:27]2[CH:34]=[CH:33][C:30]([C:31]#[N:32])=[CH:29][CH:28]=2)[C:6]=1[C:7]1[C:8](=[O:26])[N:9]([CH3:25])[C:10](=[O:24])[N:11]([C:14]2[CH:19]=[CH:18][CH:17]=[C:16]([C:20]([F:23])([F:22])[F:21])[CH:15]=2)[C:12]=1[CH3:13].C(N(CC)C(C)C)(C)C.O.[C:45]([O:48]CC)(=[O:47])C>O1CCOCC1.C1C=CC([P]([Pd]([P](C2C=CC=CC=2)(C2C=CC=CC=2)C2C=CC=CC=2)([P](C2C=CC=CC=2)(C2C=CC=CC=2)C2C=CC=CC=2)[P](C2C=CC=CC=2)(C2C=CC=CC=2)C2C=CC=CC=2)(C2C=CC=CC=2)C2C=CC=CC=2)=CC=1>[C:31]([C:30]1[CH:33]=[CH:34][C:27]([N:5]2[C:6]([C:7]3[C:8](=[O:26])[N:9]([CH3:25])[C:10](=[O:24])[N:11]([C:14]4[CH:19]=[CH:18][CH:17]=[C:16]([C:20]([F:23])([F:22])[F:21])[CH:15]=4)[C:12]=3[CH3:13])=[C:2]([C:45]([OH:48])=[O:47])[CH:3]=[N:4]2)=[CH:28][CH:29]=1)#[N:32] |^1:60,62,81,100|. Procedure: To a solution of 4-(4-bromo-5-(3,6-dimethyl-2,4-dioxo-1-(3-(trifluoromethyl)phenyl)-1,2,3,4-tetrahydropyrimidin-5-yl)-1H-pyrazol-1-yl)benzonitrile (prepared in Example 93) (139.8 mg) in 1,4-dioxane (2.0 ml) were added tetrakis(triphenylphosphine)palladium (30.7 mg),N,N-diisopropylethylamine (46.8 μl) and water (0.5 ml) and the resulting mixture was stirred at 100° C. under carbon monoxide atmosphere for four hours. To the reaction mixture was added ethyl acetate (100 ml) and the mixture was wash... Reactants: C(C)(=O)C=1C=NC2=C(C=CC=C2C1Cl)OC (3-acetyl-4-chloro-8-methoxyquinoline), NC=1C(=CC=CC1)C (o-toluidine). The solvent is O1CCOCC1 (dioxan). Run at time 2 hour. Yields the product C(C)(=O)C=1C=NC2=C(C=CC=C2C1NC1=C(C=CC=C1)C)OC (3-acetyl-4-(2-methylphenylamino)-8-methoxyquinoline). Isolated yield 45.5%. RXN SMILES: [C:1]([C:4]1[CH:5]=[N:6][C:7]2[C:12]([C:13]=1Cl)=[CH:11][CH:10]=[CH:9][C:8]=2[O:15][CH3:16])(=[O:3])[CH3:2].[NH2:17][C:18]1[C:19]([CH3:24])=[CH:20][CH:21]=[CH:22][CH:23]=1>O1CCOCC1>[C:1]([C:4]1[CH:5]=[N:6][C:7]2[C:12]([C:13]=1[NH:17][C:18]1[CH:23]=[CH:22][CH:21]=[CH:20][C:19]=1[CH3:24])=[CH:11][CH:10]=[CH:9][C:8]=2[O:15][CH3:16])(=[O:3])[CH3:2]. Procedure: A mixture of crude 3-acetyl-4-chloro-8-methoxyquinoline (7.9 g) and o-toluidine (2 ml. 19 mmol) in dioxan (150 ml) was heated under reflux with stirring for 2 hours, then cooled and evaporated. Aqueous sodium bicarbonate was added, the mixture extracted with chloroform, and the organic extract dried and evaporated. Recrystallisation from ethyl acetate and then from ethanol gave 3-acetyl-4-(2-methylphenylamino)-8-methoxyquinoline (2.65 g, 44% from 3-acetyl-8-methoxy-4(1H)-quinolone), m.p. 171°-17... Reactants: CN1C(=C(C=2C=CC=CC2S1(=O)=O)O)C(=O)NC=3C=CC=CN3 (piroxicam), white foam, C(OC(C)Cl)(OCCCCCCCCCC)=O (alpha-chloroethyl decyl carbonate). Yields the product C(CCCCCCCCC)OC(=O)OC(C)OC1=C(N(S(C2=C1C=CC=C2)(=O)=O)C)C(=O)NC2=NC=CC=C2 (4-[1-(Decyloxycarbonyloxy)ethoxy]-2-methyl-N-(2-pyridyl)-2H-1,2-benzothiazine-3-carboxamide 1,1-Dioxide). As a reaction SMILES: [CH3:1][N:2]1[S:11](=[O:13])(=[O:12])[C:10]2[CH:9]=[CH:8][CH:7]=[CH:6][C:5]=2[C:4]([OH:14])=[C:3]1[C:15]([NH:17][C:18]1[CH:19]=[CH:20][CH:21]=[CH:22][N:23]=1)=[O:16].[C:24](=[O:40])([O:29][CH2:30][CH2:31][CH2:32][CH2:33][CH2:34][CH2:35][CH2:36][CH2:37][CH2:38][CH3:39])[O:25][CH:26](Cl)[CH3:27]>>[CH2:30]([O:29][C:24]([O:25][CH:26]([O:14][C:4]1[C:5]2[CH:6]=[CH:7][CH:8]=[CH:9][C:10]=2[S:11](=[O:13])(=[O:12])[N:2]([CH3:1])[C:3]=1[C:15]([NH:17][C:18]1[CH:19]=[CH:20][CH:21]=[CH:22][N:23]=1)=[O:16])[CH3:27])=[O:40])[CH2:31][CH2:32][CH2:33][CH2:34][CH2:35][CH2:36][CH2:37][CH2:38][CH3:39]. Procedure details: By the procedure of Example 6, piroxicam (3.00 g, 9.1 mmol) and alpha-chloroethyl decyl carbonate (4.79 g, 18.1 mmol) were converted to chromatographed title product, 4.46 g white foam (8.0 mmol, 88.0%) which gave white crystals from isopropyl alcohol: mp 84°-86° C.: IR (KBr) 1764, 1679 cm-1 ; 1H NMR (CDCl3) delta 0.89 (t, J=7 Hz, 3H), 1.09-1.41 (m, 14H), 1.41-1.60 (br m, 2H), 1.75 (d, J=6 Hz, 3H), 3.11 (s, 3H), 4.00 (t, J=7 Hz, 2H), 6.36 (q, J=6 Hz, 1H), 7.07-7.17 (m, 1H), 7.63-7.96 (m, 5H), 8.... Reactants: C(C)(=O)NNC1=CC=C(C=C1)[N+](=O)[O-] (1-acetyl-2-(4-nitrophenyl)hydrazine). Reagents/catalysts: [C].[Pd] (palladium-carbon). Solvent: C(C)O (ethanol). Yields the product C(C)(=O)NNC1=CC=C(C=C1)N (1-acetyl-2-(4-aminophenyl)hydrazine). Isolated yield 74.7%. Reaction SMILES: [C:1]([NH:4][NH:5][C:6]1[CH:11]=[CH:10][C:9]([N+:12]([O-])=O)=[CH:8][CH:7]=1)(=[O:3])[CH3:2]>C(O)C.[C].[Pd]>[C:1]([NH:4][NH:5][C:6]1[CH:11]=[CH:10][C:9]([NH2:12])=[CH:8][CH:7]=1)(=[O:3])[CH3:2] |f:2.3|. Procedure details: 16.6 g of 1-acetyl-2-(4-nitrophenyl)hydrazine was catalytically reduced at room temperature in 800 ml of ethanol using a palladium-carbon catalyst. The reaction solution was filtered and cooled to obtain 10.5 g of 1-acetyl-2-(4-aminophenyl)hydrazine. Yield: 75%. Melting point: 130°-140° C.